Dataset: the Open Reaction Database (ORD), a public repository of structured organic reaction records. Task: describe an organic reaction: reactants, conditions, products, and yield Reactants: NC1=NC=C(C=N1)I (2-amino-5-iodopyrimidine), C([O-])([O-])=O.[K+].[K+] (potassium carbonate), C (charcoal), [Si](C)(C)(C)C#C (TMS acetylene), palladium dichloro-bis-triphenylphosphine. The reagents and catalysts are [Cu]I (copper(I) iodide). Run in O (water), CO (methanol), C(C)#N (acetonitrile), C(C)N(CC)CC (triethylamine). Run at time 3 hour. Yields the product NC1=NC=C(C=N1)C#C (2-amino-5-ethynylpyrimidine). As a reaction SMILES: [NH2:1][C:2]1[N:7]=[CH:6][C:5](I)=[CH:4][N:3]=1.[Si]([C:13]#[CH:14])(C)(C)C.C(=O)([O-])[O-].[K+].[K+].C>O.[Cu]I.CO.C(N(CC)CC)C.C(#N)C>[NH2:1][C:2]1[N:7]=[CH:6][C:5]([C:13]#[CH:14])=[CH:4][N:3]=1 |f:2.3.4|. Reported procedure: Into a 1 L round bottom flask was placed the 2-amino-5-iodopyrimidine (8.0 g, 36.2 mmol), acetonitrile (300 mL), triethylamine (30 mL), TMS acetylene (7.68 g, 78.2 mmol), palladium dichloro-bis-triphenylphosphine (1.26 g, 1.8 mmol), and copper(I) iodide (0.342 g, 1.8 mmol). The vessel was filled with argon gas and allowed to stir at room temperature for 3 hours. The solvent was evaporated and the crude was taken up in methanol (400 mL). Then excess potassium carbonate (10 eq) was added, and the ... Starting materials: C(=NC1CCCCC1)=NC1CCCCC1, CN(C)c1ccncc1, Cc1cc(CC(=O)O)cnc1Cl, CN(C)C=O, Nc1ccc(-c2ccccn2)cn1. The product is Cc1cc(CC(=O)Nc2ccc(-c3ccccn3)cn2)cnc1Cl. As a reaction SMILES: [CH2:26]1[CH2:27][CH2:28][CH:29]([N:30]=[C:31]=[N:32][CH:33]2[CH2:34][CH2:35][CH2:36][CH2:37][CH2:38]2)[CH2:39][CH2:40]1.[CH3:41][N:42]([CH3:43])[c:44]1[cH:45][cH:46][n:47][cH:48][cH:49]1.[Cl:1][c:2]1[c:3]([CH3:12])[cH:4][c:5]([CH2:8][C:9](=[O:10])[OH:11])[cH:6][n:7]1.[O:50]=[CH:51][N:52]([CH3:53])[CH3:54].[n:13]1[c:14](-[c:19]2[cH:20][n:21][c:22]([NH2:25])[cH:23][cH:24]2)[cH:15][cH:16][cH:17][cH:18]1>>[Cl:1][c:2]1[c:3]([CH3:12])[cH:4][c:5]([CH2:8][C:9](=[O:11])[NH:25][c:22]2[n:21][cH:20][c:19](-[c:14]3[n:13][cH:18][cH:17][cH:16][cH:15]3)[cH:24][cH:23]2)[cH:6][n:7]1. Reaction SMILES: [CH3:1][C:2]1[CH:10]=[CH:9][C:5]2[NH:6][N:7]=[N:8][C:4]=2[CH:3]=1.[OH-].[Na+].[N+]([O-])([O-])=O.[Ag+:17]>O>[CH3:1][C:2]1[CH:10]=[CH:9][C:5]2[NH:6][N:7]=[N:8][C:4]=2[CH:3]=1.[Ag:17] |f:1.2,3.4,6.7|. Product: CC1=CC2=C(NN=N2)C=C1.[Ag] (Silver 5-Methylbenzotriazole). Run at time 5 minute. Reactants: CC1=CC2=C(NN=N2)C=C1 (5-methylbenzotriazole), [OH-].[Na+] (sodium hydroxide), [N+](=O)([O-])[O-].[Ag+] (silver nitrate). Procedure: The mixture thus obtained was stirred for 5 minutes, and then mixed with a solution of 3.8 g of 5-methylbenzotriazole and 1.2 g of sodium hydroxide in 150 ml of water and a solution of 5 g of silver nitrate in 150 ml of water simultaneously over 6 minutes, to prepare an emulsion. Solvent: O (water), O (water). Reactants: C(C)(=O)OCC1=C(C=C(C=C1B1OC(C(O1)(C)C)(C)C)F)N1C(C=2SC=3CC(CC3C2CC1)(C)C)=O ((2-{4,4-Dimethyl-9-oxo-7-thia-10-azatricyclo[6.4.0.02,6]dodeca-1(8),2(6)-dien-10-yl}-4-fluoro-6-(tetramethyl-1,3,2-dioxaborolan-2-yl)phenyl)methyl Acetate), BrC=1N=C(C(N(C1)C)=O)NC=1C=C2CCN(CC2=CC1)C (5-Bromo-1-methyl-3-(2-methyl-1,2,3,4-tetrahydroisoquinolin-6-ylamino)pyrazin-2(1H)-one), CC(=O)O[Na] (CH3COONa), [O-]P(=O)([O-])[O-].[K+].[K+].[K+] (K3PO4). Reagents/catalysts: C1=CC=C(C=C1)P([C-]2C=CC=C2)C3=CC=CC=C3.C1=CC=C(C=C1)P([C-]2C=CC=C2)C3=CC=CC=C3.Cl[Pd]Cl.[Fe+2] (PdCl2(dppf)). The solvent is O (water), CC#N (CH3CN). Conditions: temperature 110 celsius. Product: C(C)(=O)OCC1=C(C=C(C=C1C=1N=C(C(N(C1)C)=O)NC=1C=C2CCN(CC2=CC1)C)F)N1C(C=2SC=3CC(CC3C2CC1)(C)C)=O ((2-{4,4-Dimethyl-9-oxo-7-thia-10-azatricyclo[6.4.0.02,6]dodeca-1(8),2(6)-dien-10-yl}-4-fluoro-6-{4-methyl-6-[(2-methyl-1,2,3,4-tetrahydroisoquinolin-6-yl)amino]-5-oxo-4,5-dihydropyrazin-2-yl}phenyl)methyl Acetate). Yield: 53.0%. As a reaction SMILES: [C:1]([O:4][CH2:5][C:6]1[C:11](B2OC(C)(C)C(C)(C)O2)=[CH:10][C:9]([F:21])=[CH:8][C:7]=1[N:22]1[CH2:33][CH2:32][C:31]2[C:30]3[CH2:29][C:28]([CH3:35])([CH3:34])[CH2:27][C:26]=3[S:25][C:24]=2[C:23]1=[O:36])(=[O:3])[CH3:2].Br[C:38]1[N:39]=[C:40]([NH:46][C:47]2[CH:48]=[C:49]3[C:54](=[CH:55][CH:56]=2)[CH2:53][N:52]([CH3:57])[CH2:51][CH2:50]3)[C:41](=[O:45])[N:42]([CH3:44])[CH:43]=1.CC(O[Na])=O.[O-]P([O-])([O-])=O.[K+].[K+].[K+]>CC#N.O.C1C=CC(P(C2C=CC=CC=2)[C-]2C=CC=C2)=CC=1.C1C=CC(P(C2C=CC=CC=2)[C-]2C=CC=C2)=CC=1.Cl[Pd]Cl.[Fe+2]>[C:1]([O:4][CH2:5][C:6]1[C:11]([C:38]2[N:39]=[C:40]([NH:46][C:47]3[CH:48]=[C:49]4[C:54](=[CH:55][CH:56]=3)[CH2:53][N:52]([CH3:57])[CH2:51][CH2:50]4)[C:41](=[O:45])[N:42]([CH3:44])[CH:43]=2)=[CH:10][C:9]([F:21])=[CH:8][C:7]=1[N:22]1[CH2:33][CH2:32][C:31]2[C:30]3[CH2:29][C:28]([CH3:35])([CH3:34])[CH2:27][C:26]=3[S:25][C:24]=2[C:23]1=[O:36])(=[O:3])[CH3:2] |f:3.4.5.6,9.10.11.12|. Procedure: A 25 mL sealed tube was charged with 247b (590 mg, 1.15 mmol), 5-bromo-1-methyl-3-(2-methyl-1,2,3,4-tetrahydroisoquinolin-6-ylamino)pyrazin-2(1H)-one 221b (400 mg, 1.15 mmol), CH3COONa (189 mg, 2.3 mmol), K3PO4 (611 mg, 2.3 mmol), PdCl2(dppf) (94 mg, 0.11 mmol) suspended in CH3CN (25 mL) and water (1 mL). The mixture was heated at 110° C. for 2 hours. The mixture was evaporated and the residue was purified by silical-gel column eluting with 20:1 methylene chloride/methanol to give 247c as a brow...